From a dataset of the Open Reaction Database (ORD), a public repository of structured organic reaction records. describe an organic reaction: reactants, conditions, products, and yield The reactants are ClC=1C=C2C(NC(NC2=CC1)=O)(C(F)(F)F)C#CC1CC1 ((+/-)-6-chloro-4-cyclopropylethynyl-4-trifluoromethyl-3,4-dihydro-2(1H)-quinazolinone), C(=O)([O-])[O-].[Na+].[Na+] (Na2CO3), NC(=S)N (thiourea). Solvent: P(=O)(Cl)(Cl)Cl (phosphorous oxychloride). Reaction conditions: temperature 95 celsius. Product: ClC=1C=C2C(NC(NC2=CC1)=S)(C(F)(F)F)C#CC1CC1 ((+/-)-6-Chloro-4-cyclopropylethynyl-4-trifluoromethyl-3,4-dihydro-2(1H)-quinazolinthione). The yield is 39.0%. Reaction SMILES: [Cl:1][C:2]1[CH:3]=[C:4]2[C:9](=[CH:10][CH:11]=1)[NH:8][C:7](=O)[NH:6][C:5]2([C:17]#[C:18][CH:19]1[CH2:21][CH2:20]1)[C:13]([F:16])([F:15])[F:14].C([O-])([O-])=O.[Na+].[Na+].NC(N)=[S:30]>P(Cl)(Cl)(Cl)=O>[Cl:1][C:2]1[CH:3]=[C:4]2[C:9](=[CH:10][CH:11]=1)[NH:8][C:7](=[S:30])[NH:6][C:5]2([C:17]#[C:18][CH:19]1[CH2:21][CH2:20]1)[C:13]([F:16])([F:15])[F:14] |f:1.2.3|. Procedure details: A solution of (+/-)-6-chloro-4-cyclopropylethynyl-4-trifluoromethyl-3,4-dihydro-2(1H)-quinazolinone (0.33 g, 1.0 mmol) in phosphorous oxychloride (5 mL) containing Na2CO3 (160 mg, 1.5 mmol) was heated at 95° C. overnight. After cooling to room temperature, the phosphorus oxychloride was removed under reduced pressure. The residue was dissolved in ethanol (5 mL) and thiourea (0.35 g, 4.6 mmol) was added. The resulting mixture was heated at reflux for 24 hours, cooled to room temperature and conce... Reactants: COc1ccc(Br)cc1[N+](=O)[O-], CCO, Cl, [Fe]. The product is COc1ccc(Br)cc1N. RXN SMILES: [Br:1][c:2]1[cH:3][c:4]([N+:10]([O-:11])=[O:12])[c:5]([O:8][CH3:9])[cH:6][cH:7]1.[CH3:14][CH2:15][OH:16].[ClH:13].[Fe:17]>>[Br:1][c:2]1[cH:3][c:4]([NH2:10])[c:5]([O:8][CH3:9])[cH:6][cH:7]1. Reactants: BrC=1N=CC(=C2C1NC=C2C(C(=O)N2CCN(CC2)C2=NN=NN2C2=NC=CC=C2)=O)OC (1-(7-bromo-4-methoxy-1H-pyrrolo[2,3-c]pyridin-3-yl)-2-(4-(1-(pyridin-2-yl)-1H-tetrazol-5-yl)piperazin-1-yl)ethane-1,2-dione), CC1(OB(OC1(C)C)C1=CC=C(C=C1)N1CCN(CC1)C(=O)OC(C)(C)C)C (tert-butyl 4-(4-(4,4,5,5-tetramethyl-1,3,2-dioxaborolan-2-yl)phenyl)piperazine-1-carboxylate), C(=O)([O-])[O-].[Na+].[Na+] (Na2CO3). Reagents/catalysts: C1=CC=C(C=C1)P([C-]2C=CC=C2)C3=CC=CC=C3.C1=CC=C(C=C1)P([C-]2C=CC=C2)C3=CC=CC=C3.Cl[Pd]Cl.[Fe+2].C(Cl)Cl (PdCl2(dppf)2 CH2Cl2). The solvent is O (water), O1CCOCC1 (1,4-dioxane). Run at temperature 80 celsius. Yields the product COC1=C2C(=C(N=C1)C1=CC=C(C=C1)N1CCN(CC1)C(=O)OC(C)(C)C)NC=C2C(C(N2CCN(CC2)C2=NN=NN2C2=NC=CC=C2)=O)=O (tert-butyl 4-(4-(4-methoxy-3-(2-oxo-2-(4-(1-(pyridin-2-yl)-1H-tetrazol-5-yl)piperazin-1-yl)acetyl)-1H-pyrrolo[2,3-c]pyridin-7-yl)phenyl)piperazine-1-carboxylate). The yield is 61.5%. Reaction SMILES: Br[C:2]1[N:3]=[CH:4][C:5]([O:32][CH3:33])=[C:6]2[C:10]([C:11](=[O:31])[C:12]([N:14]3[CH2:19][CH2:18][N:17]([C:20]4[N:24]([C:25]5[CH:30]=[CH:29][CH:28]=[CH:27][N:26]=5)[N:23]=[N:22][N:21]=4)[CH2:16][CH2:15]3)=[O:13])=[CH:9][NH:8][C:7]=12.CC1(C)C(C)(C)OB([C:42]2[CH:47]=[CH:46][C:45]([N:48]3[CH2:53][CH2:52][N:51]([C:54]([O:56][C:57]([CH3:60])([CH3:59])[CH3:58])=[O:55])[CH2:50][CH2:49]3)=[CH:44][CH:43]=2)O1.C([O-])([O-])=O.[Na+].[Na+]>O.O1CCOCC1.C1C=CC(P(C2C=CC=CC=2)[C-]2C=CC=C2)=CC=1.C1C=CC(P(C2C=CC=CC=2)[C-]2C=CC=C2)=CC=1.Cl[Pd]Cl.[Fe+2].C(Cl)Cl>[CH3:33][O:32][C:5]1[CH:4]=[N:3][C:2]([C:42]2[CH:43]=[CH:44][C:45]([N:48]3[CH2:49][CH2:50][N:51]([C:54]([O:56][C:57]([CH3:60])([CH3:59])[CH3:58])=[O:55])[CH2:52][CH2:53]3)=[CH:46][CH:47]=2)=[C:7]2[NH:8][CH:9]=[C:10]([C:11](=[O:31])[C:12](=[O:13])[N:14]3[CH2:15][CH2:16][N:17]([C:20]4[N:24]([C:25]5[CH:30]=[CH:29][CH:28]=[CH:27][N:26]=5)[N:23]=[N:22][N:21]=4)[CH2:18][CH2:19]3)[C:6]=12 |f:2.3.4,7.8.9.10.11|. Reported procedure: A mixture of 1-(7-bromo-4-methoxy-1H-pyrrolo[2,3-c]pyridin-3-yl)-2-(4-(1-(pyridin-2-yl)-1H-tetrazol-5-yl)piperazin-1-yl)ethane-1,2-dione (300 mg, 0.586 mmol), tert-butyl 4-(4-(4,4,5,5-tetramethyl-1,3,2-dioxaborolan-2-yl)phenyl)piperazine-1-carboxylate (250 mg, 0.644 mmol), Na2CO3 (310 mg, 2.93 mmol) and PdCl2(dppf)2-CH2Cl2 adduct (47.8 mg, 0.059 mmol) in water (1.000 mL) and 1,4-dioxane (1 mL) was heated up at 80° C. for 2 h. The reaction mixture was cooled to room temperature, filtered through ... Reported procedure: A solution of 5-fluoro-2-nitrobenzoic acid (0.5 g, 2.7 mmol) in dichloromethane (10 mL) was cooled with an ice water bath before the addition of N,N-diisopropylethylamine (1.13 g, 8.1 mmol). To this solution 2M methylamine in tetrahydrofuran (1.6 g, 3.24 mmol) was added dropwise over 5 minutes. 1-Propanephosphonic acid cyclic anhydride as a 50% wt solution in ethyl acetate (2.56 mL, 4.05 mmol) was added dropwise. The ice bath was then removed and stirring continued overnight. The mixture was pur... Product: FC=1C=CC(=C(C(=O)NC)C1)[N+](=O)[O-] (5-fluoro-N-methyl-2-nitrobenzamide). Reaction conditions: time 8 hour. RXN SMILES: [F:1][C:2]1[CH:3]=[CH:4][C:5]([N+:11]([O-:13])=[O:12])=[C:6]([CH:10]=1)[C:7](O)=[O:8].[CH:14]([N:17](CC)C(C)C)(C)C.CN.O1CCCC1.CCCP1(OP(CCC)(=O)OP(CCC)(=O)O1)=O.C(OCC)(=O)C>ClCCl>[F:1][C:2]1[CH:3]=[CH:4][C:5]([N+:11]([O-:13])=[O:12])=[C:6]([CH:10]=1)[C:7]([NH:17][CH3:14])=[O:8]. Starting materials: FC=1C=CC(=C(C(=O)O)C1)[N+](=O)[O-] (5-fluoro-2-nitrobenzoic acid), C(C)(C)N(C(C)C)CC (N,N-diisopropylethylamine), solution, CN (methylamine), O1CCCC1 (tetrahydrofuran), CCCP1(=O)OP(=O)(OP(=O)(O1)CCC)CCC (1-Propanephosphonic acid cyclic anhydride), C(C)(=O)OCC (ethyl acetate). The solvent is ClCCl (dichloromethane). The yield is 48.5%. Reactants: ClC1=CC=C(C=C1)C#CC1(OC1)C1(C(C(C1)(F)F)(Cl)F)C (2-[2-(4-chlorophenyl)-ethin-1-yl]-2-(2,3,3-trifluoro- 2-chloro-1-methylcyclobut-1-yl)-oxirane), N1N=CN=C1 (1,2,4-triazole), C([O-])([O-])=O.[K+].[K+] (potassium carbonate). The solvent is C(C)#N (acetonitrile). The product is ClC1=CC=C(C=C1)C#CC(CN1N=CN=C1)(O)C1(C(C(C1)(F)F)(Cl)F)C (1-(4-chlorophenyl)-3-(2,3,3-trifluoro-2-chloro-1-methyl-cyclo-but-1-yl)-4-(1,2,4-triazol-1-yl)-but-1-in-3-ol). The yield is 77.4%. Reaction SMILES: [Cl:1][C:2]1[CH:7]=[CH:6][C:5]([C:8]#[C:9][C:10]2([C:13]3([CH3:21])[CH2:16][C:15]([F:18])([F:17])[C:14]3([F:20])[Cl:19])[CH2:12][O:11]2)=[CH:4][CH:3]=1.[NH:22]1[CH:26]=[N:25][CH:24]=[N:23]1.C(=O)([O-])[O-].[K+].[K+]>C(#N)C>[Cl:1][C:2]1[CH:7]=[CH:6][C:5]([C:8]#[C:9][C:10]([C:13]2([CH3:21])[CH2:16][C:15]([F:18])([F:17])[C:14]2([F:20])[Cl:19])([OH:11])[CH2:12][N:22]2[CH:26]=[N:25][CH:24]=[N:23]2)=[CH:4][CH:3]=1 |f:2.3.4|. Reported procedure: 31.8 g of 2-[2-(4-chlorophenyl)-ethin-1-yl]-2-(2,3,3-trifluoro- 2-chloro-1-methylcyclobut-1-yl)-oxirane are added at room temperature to a stirred mixture of 6.4 g of 1,2,4-triazole, 12.6 g of ground potassium carbonate and 300 ml of acetonitrile. The reaction mixture is refluxed for 12 hours, and then cooled and filtered. The filtrate is concentrated under reduced pressure, and the remaining residue is purified by column chromatography (ethyl acetate) on silica gel. 29 g (75.5% of theory) of 1-... Reactants: O1CCCC(=C1)C=1C=C2C(=CN1)N(N=C2C2=NC(=CC=C2)F)C2OCCCC2 (5-(3,4-dihydro-2H-pyran-5-yl)-3-(6-fluoropyridin-2-yl)-1-(tetrahydro-2H-pyran-2-yl)-1H-pyrazolo[3,4-c]pyridine), C1=CCC=CC1 (1,4-cyclohexadiene). The reagents and catalysts are [Pd] (palladium on carbon). Solvent: C(C)O (ethanol). Yields the product FC1=CC=CC(=N1)C1=NN(C2=CN=C(C=C21)C2COCCC2)C2OCCCC2 (3-(6-Fluoropyridin-2-yl)-1-(tetrahydro-2H-pyran-2-yl)-5-(tetrahydro-2H-pyran-3-yl)-1H-pyrazolo[3,4-c]pyridine). Isolated yield 101.7%. RXN SMILES: [O:1]1[CH:6]=[C:5]([C:7]2[CH:8]=[C:9]3[C:15]([C:16]4[CH:21]=[CH:20][CH:19]=[C:18]([F:22])[N:17]=4)=[N:14][N:13]([CH:23]4[CH2:28][CH2:27][CH2:26][CH2:25][O:24]4)[C:10]3=[CH:11][N:12]=2)[CH2:4][CH2:3][CH2:2]1.C1CC=CCC=1>[Pd].C(O)C>[F:22][C:18]1[N:17]=[C:16]([C:15]2[C:9]3[C:10](=[CH:11][N:12]=[C:7]([CH:5]4[CH2:4][CH2:3][CH2:2][O:1][CH2:6]4)[CH:8]=3)[N:13]([CH:23]3[CH2:28][CH2:27][CH2:26][CH2:25][O:24]3)[N:14]=2)[CH:21]=[CH:20][CH:19]=1. Procedure details: A mixture of 68 mg (0.18 mmol) of 5-(3,4-dihydro-2H-pyran-5-yl)-3-(6-fluoropyridin-2-yl)-1-(tetrahydro-2H-pyran-2-yl)-1H-pyrazolo[3,4-c]pyridine, 2.0 ml (21 mmol) of 1,4-cyclohexadiene and 300 mg of 10% palladium on carbon in 8 ml of ethanol was heated to reflux for 24 hours. The mixture was filtered through celite, the filtrate concentrated in vacuum to afford 70 mg (100%) of 3-(6-Fluoropyridin-2-yl)-1-(tetrahydro-2H-pyran-2-yl)-5-(tetrahydro-2H-pyran-3-yl)-1H-pyrazolo[3,4-c]pyridine. ESI MS m/... Reactants: CCCCOC(=O)c1ccc(N(CC)Cc2cc(Br)ccc2O)nn1, O=C([O-])[O-], C=C(Cl)CCl, [K+], [K+], CN(C)C=O. Product: C=C(Cl)COc1ccc(Br)cc1CN(CC)c1ccc(C(=O)OCCCC)nn1. As a reaction SMILES: [Br:1][c:2]1[cH:3][cH:4][c:5]([OH:25])[c:6]([CH2:7][N:8]([CH2:9][CH3:10])[c:11]2[cH:12][cH:13][c:14]([C:17](=[O:18])[O:19][CH2:20][CH2:21][CH2:22][CH3:23])[n:15][n:16]2)[cH:24]1.[C:26](=[O:27])([O-:28])[O-:29].[Cl:32][C:33](=[CH2:34])[CH2:35][Cl:36].[K+:30].[K+:31].[O:37]=[CH:38][N:39]([CH3:40])[CH3:41]>>[Br:1][c:2]1[cH:3][cH:4][c:5]([O:25][CH2:35][C:33]([Cl:32])=[CH2:34])[c:6]([CH2:7][N:8]([CH2:9][CH3:10])[c:11]2[cH:12][cH:13][c:14]([C:17](=[O:18])[O:19][CH2:20][CH2:21][CH2:22][CH3:23])[n:15][n:16]2)[cH:24]1. Reactants: CCOCc1nc(C(F)(F)F)ccc1C=CC(=O)O, Cl, CS(=O)(=O)Nc1ccc(CN)cc1F. Yields the product CCOCc1nc(C(F)(F)F)ccc1C=CC(=O)NCc1ccc(NS(C)(=O)=O)c(F)c1. RXN SMILES: [CH2:16]([CH3:17])[O:18][CH2:19][c:20]1[n:21][c:22]([C:31]([F:32])([F:33])[F:34])[cH:23][cH:24][c:25]1[CH:26]=[CH:27][C:28](=[O:29])[OH:30].[ClH:15].[NH2:1][CH2:2][c:3]1[cH:4][c:5]([F:14])[c:6]([NH:9][S:10](=[O:11])(=[O:12])[CH3:13])[cH:7][cH:8]1>>[NH:1]([CH2:2][c:3]1[cH:4][c:5]([F:14])[c:6]([NH:9][S:10](=[O:11])(=[O:12])[CH3:13])[cH:7][cH:8]1)[C:28]([CH:27]=[CH:26][c:25]1[c:20]([CH2:19][O:18][CH2:16][CH3:17])[n:21][c:22]([C:31]([F:32])([F:33])[F:34])[cH:23][cH:24]1)=[O:29].